From a dataset of the Open Reaction Database (ORD), a public repository of structured organic reaction records. describe an organic reaction: reactants, conditions, products, and yield Starting materials: CC1CCNCC1 (4-methylpiperidine), C([O-])([O-])=O.[K+].[K+] (potassium carbonate), ClC1=C(C(=O)C2=C(C=CC=C2)Cl)C=C(C=C1)[N+](=O)[O-] (2,2'-dichloro-5-nitrobenzophenone). Run in C(C)O (ethanol). The product is CC1CCN(CC1)C1=C(C=C(C=C1)[N+](=O)[O-])C(=O)C1=C(C=CC=C1)Cl ([2-(4-methyl-1-piperidinyl)-5-nitrophenyl]-(2-chlorophenyl)- methanone). Reaction SMILES: Cl[C:2]1[CH:16]=[CH:15][C:14]([N+:17]([O-:19])=[O:18])=[CH:13][C:3]=1[C:4]([C:6]1[CH:11]=[CH:10][CH:9]=[CH:8][C:7]=1[Cl:12])=[O:5].[CH3:20][CH:21]1[CH2:26][CH2:25][NH:24][CH2:23][CH2:22]1.C(=O)([O-])[O-].[K+].[K+]>C(O)C>[CH3:20][CH:21]1[CH2:26][CH2:25][N:24]([C:2]2[CH:16]=[CH:15][C:14]([N+:17]([O-:19])=[O:18])=[CH:13][C:3]=2[C:4]([C:6]2[CH:11]=[CH:10][CH:9]=[CH:8][C:7]=2[Cl:12])=[O:5])[CH2:23][CH2:22]1 |f:2.3.4|. Procedure: A mixture of 0.012 mole (3.6 g) of 2,2'-dichloro-5-nitrobenzophenone, of 0.018 mole (1.8 g ) of 4-methylpiperidine and of 0.012 mole (1.7 g) of potassium carbonate in 100 cm3 of anhydrous ethanol is heated for 1 hour to reflux. The reactants are [Li]CCCC, CCCCC(C)C(=O)OCC, COP(C)(=O)OC, CC(=O)O, CCCCC, C1CCOC1. Yields the product CCCCC(C)C(=O)CP(=O)(OC)OC. RXN SMILES: [CH2:8]([Li:9])[CH2:10][CH2:11][CH3:12].[CH3:13][CH:14]([C:15](=[O:16])[O:17][CH2:18][CH3:19])[CH2:20][CH2:21][CH2:22][CH3:23].[CH3:1][P:2]([O:3][CH3:4])([O:5][CH3:6])=[O:7].[CH3:24][C:25](=[O:26])[OH:27].[CH3:33][CH2:34][CH2:35][CH2:36][CH3:37].[O:28]1[CH2:29][CH2:30][CH2:31][CH2:32]1>>[CH2:1]([P:2]([O:3][CH3:4])([O:5][CH3:6])=[O:7])[C:15]([CH:14]([CH3:13])[CH2:20][CH2:21][CH2:22][CH3:23])=[O:16]. Starting materials: C(C)(C)(C)OC(=O)N1CCC(CC1)(OC(C(CCCCNC(=O)OCC1=CC=CC=C1)NC(=O)OCC1=CC=CC=C1)=O)COC1=C(C=C(C=C1)N1C(O[C@H](C1)CNC(C)=O)=O)F (4-{4-[5-(5S)-(acetylamino-methyl)-2-oxo-oxazolidin-3-yl]-2-fluoro-phenoxymethyl}-4-(2,6-bis-benzyloxycarbonylamino-hexanoyloxy)-piperidine-1-carboxylic acid tert-butyl ester), Cl (hydrochloric acid). Solvent: CO (methanol). Conditions: temperature 40 celsius, time 2 hour. Product: Cl.C(C)(=O)NC[C@H]1CN(C(O1)=O)C1=CC(=C(OCC2(CCNCC2)OC(C(CCCCNC(=O)OCC2=CC=CC=C2)NC(=O)OCC2=CC=CC=C2)=O)C=C1)F (2,6-Bis-benzyloxycarbonylamino-hexanoic acid 4-{4-[(5S)-5-(acetylamino-methyl)-2-oxo-oxazolidin-3-yl]-2-fluoro-phenoxymethyl}-piperidin-4-yl ester hydrochloride). As a reaction SMILES: C(OC([N:8]1[CH2:13][CH2:12][C:11]([CH2:44][O:45][C:46]2[CH:51]=[CH:50][C:49]([N:52]3[CH2:56][C@H:55]([CH2:57][NH:58][C:59](=[O:61])[CH3:60])[O:54][C:53]3=[O:62])=[CH:48][C:47]=2[F:63])([O:14][C:15](=[O:43])[CH:16]([NH:32][C:33]([O:35][CH2:36][C:37]2[CH:42]=[CH:41][CH:40]=[CH:39][CH:38]=2)=[O:34])[CH2:17][CH2:18][CH2:19][CH2:20][NH:21][C:22]([O:24][CH2:25][C:26]2[CH:31]=[CH:30][CH:29]=[CH:28][CH:27]=2)=[O:23])[CH2:10][CH2:9]1)=O)(C)(C)C.[ClH:64]>CO>[ClH:64].[C:59]([NH:58][CH2:57][C@@H:55]1[O:54][C:53](=[O:62])[N:52]([C:49]2[CH:50]=[CH:51][C:46]([O:45][CH2:44][C:11]3([O:14][C:15](=[O:43])[CH:16]([NH:32][C:33]([O:35][CH2:36][C:37]4[CH:42]=[CH:41][CH:40]=[CH:39][CH:38]=4)=[O:34])[CH2:17][CH2:18][CH2:19][CH2:20][NH:21][C:22]([O:24][CH2:25][C:26]4[CH:27]=[CH:28][CH:29]=[CH:30][CH:31]=4)=[O:23])[CH2:10][CH2:9][NH:8][CH2:13][CH2:12]3)=[C:47]([F:63])[CH:48]=2)[CH2:56]1)(=[O:61])[CH3:60] |f:3.4|. Procedure: 200 mg of 4-{4-[5-(5S)-(acetylamino-methyl)-2-oxo-oxazolidin-3-yl]-2-fluoro-phenoxymethyl}-4-(2,6-bis-benzyloxycarbonylamino-hexanoyloxy)-piperidine-1-carboxylic acid tert-butyl ester (MW: 977.97, 0.22 mmol) were dissolved in 4 ml of a 1.25M dry hydrochloric acid in methanol. The reaction was stirred at 40° C. for two hours, and the solvent removed by distillation under reduced pressure to leave a off white solid. Yield: 178 mg, quantitative. MS: 778.8 (M+H)+, Method ESI+. The reactants are ClC1=NN(C(=C1)C(=O)O)C=1C=NC=CC1 (3-chloro-1-(pyridin-3-yl)-1H-pyrazole-5-carboxylic acid). The reagents and catalysts are [Cu]=O (copper (II) oxide). The solvent is CN(C=O)C (N,N-dimethylformamide). The product is ClC1=NN(C=C1)C=1C=NC=CC1 (3-(3-chloro-1H-pyrazol-1-yl)pyridine). As a reaction SMILES: [Cl:1][C:2]1[CH:6]=[C:5](C(O)=O)[N:4]([C:10]2[CH:11]=[N:12][CH:13]=[CH:14][CH:15]=2)[N:3]=1>[Cu]=O.CN(C)C=O>[Cl:1][C:2]1[CH:6]=[CH:5][N:4]([C:10]2[CH:11]=[N:12][CH:13]=[CH:14][CH:15]=2)[N:3]=1. Reported procedure: In step d of Scheme 2, 3-chloro-1-(pyridin-3-yl)-1H-pyrazole-5-carboxylic acid (6e) is decarboxylated in the presence of copper (II) oxide in polar solvents such as N,N-dimethylformamide at temperatures from about 80° C. to about 140° C. to yield 3-(3-chloro-1H-pyrazol-1-yl)pyridine (5b). It was surprisingly discovered that this decarboxylation only occurs in the presence of copper (II) oxide. Several known decarboxylation agents from the literature such as, for example, hydrochloric acid (See a... Reactants: CC(CCCCCC)(C)C1=CC(=C(C=C1)[C@@H]1NCC[C@@H](C1)O)O (cis-2-[4-(1,1-dimethylheptyl)-2-hydroxyphenyl]-4-piperidinol), C(#CC)Br (propynyl bromide), C([O-])([O-])=O.[K+].[K+] (potassium carbonate). Isolated yield 57.0%. Reported procedure: Employing the procedure of Example 10 with 321 mg (1.01 mmole) of cis-2-[4-(1,1-dimethylheptyl)-2-hydroxyphenyl]-4-piperidinol, 82 microliter (1.06 mmole) or propynyl bromide and 292 mg (2.12 mmole) of potassium carbonate affords 205 mg (57%) of the title compound as an oil. RXN SMILES: [CH3:1][C:2]([C:10]1[CH:15]=[CH:14][C:13]([C@H:16]2[CH2:21][C@@H:20]([OH:22])[CH2:19][CH2:18][NH:17]2)=[C:12]([OH:23])[CH:11]=1)([CH3:9])[CH2:3][CH2:4][CH2:5][CH2:6][CH2:7][CH3:8].[C:24](Br)#[C:25][CH3:26].C(=O)([O-])[O-].[K+].[K+]>>[CH2:26]([N:17]1[CH2:18][CH2:19][C@H:20]([OH:22])[CH2:21][C@@H:16]1[C:13]1[CH:14]=[CH:15][C:10]([C:2]([CH3:1])([CH3:9])[CH2:3][CH2:4][CH2:5][CH2:6][CH2:7][CH3:8])=[CH:11][C:12]=1[OH:23])[C:25]#[CH:24] |f:2.3.4|. Product: C(C#C)N1[C@H](C[C@H](CC1)O)C1=C(C=C(C=C1)C(CCCCCC)(C)C)O (N-(2-Propynyl)-cis-2-[4-(1,1-dimethylheptyl)-2-hydroxyphenyl]-4-piperidinol). Reactants: C(CC(=O)C)(=O)OCCC#N (2-cyanoethyl acetoacetate), amine, C(C)(=O)[O-].[NH4+] (ammonium acetate). Yields the product N\C(=C/C(=O)OCCC#N)\C (2-cyanoethyl 3-aminocrotonate). As a reaction SMILES: [C:1]([O:7][CH2:8][CH2:9][C:10]#[N:11])(=[O:6])[CH2:2][C:3]([CH3:5])=O.C([O-])(=O)C.[NH4+:16]>>[NH2:16]/[C:3](/[CH3:5])=[CH:2]\[C:1]([O:7][CH2:8][CH2:9][C:10]#[N:11])=[O:6] |f:1.2|. Procedure details: Namely, 2-cyanoethyl acetoacetate (11) is reacted with an amine or ammonium acetate to obtain 2-cyanoethyl 3-aminocrotonate (35). Reactants: ClC1=NC=2C=CC=C3CC(CN1C23)N(CCC)CCC (2-Chloro-5,6-dihydro-N,N-dipropyl-4H-imidazo(4,5,1-ij)quinolin-5-amine), C(C)(=O)O (acetic acid). Yields the product C(CC)N(C1CN2C3=C(C=CC=C3C1)NC2=O)CCC (5-(dipropylamino)-5,6-dihydro-4H-imidazo(4,5,1-ij)quinoline-2(1H)-one). As a reaction SMILES: Cl[C:2]1[N:12]2[C:13]3[C:8]([CH2:9][CH:10]([N:14]([CH2:18][CH2:19][CH3:20])[CH2:15][CH2:16][CH3:17])[CH2:11]2)=[CH:7][CH:6]=[CH:5][C:4]=3[N:3]=1.C(O)(=[O:23])C>>[CH2:15]([N:14]([CH2:18][CH2:19][CH3:20])[CH:10]1[CH2:9][C:8]2[C:13]3=[C:4]([NH:3][C:2](=[O:23])[N:12]3[CH2:11]1)[CH:5]=[CH:6][CH:7]=2)[CH2:16][CH3:17]. Reported procedure: 2-Chloro-5,6-dihydro-N,N-dipropyl-4H-imidazo(4,5,1-ij)quinolin-5-amine was refluxed in acetic acid for 1 hour. The solvent was removed and the residue was partitioned between ethyl acetate and sodium hydroxide solution. Evaporation of the ethyl acetate afforded 5-(dipropylamino)-5,6-dihydro-4H-imidazo(4,5,1-ij)quinoline-2(1H)-one.